Task: describe an organic reaction: reactants, conditions, products, and yield. Dataset: the Open Reaction Database (ORD), a public repository of structured organic reaction records Reactants: O=C([O-])O, CC[N+](CC)(CC)Cc1ccccc1, [Cl-], Oc1nc(-c2ccc(C(F)(F)F)cc2)cc2nc(C(F)(F)F)nn12, [Na+], O=P(Cl)(Cl)Cl. Product: FC(F)(F)c1ccc(-c2cc3nc(C(F)(F)F)nn3c(Cl)n2)cc1. As a reaction SMILES: [C:45](=[O:46])([OH:47])[O-:48].[CH2:31]([N+:32]([CH2:33][CH3:34])([CH2:35][CH3:36])[CH2:37][CH3:38])[c:39]1[cH:40][cH:41][cH:42][cH:43][cH:44]1.[Cl-:30].[F:1][C:2]([c:3]1[n:4][n:5]2[c:6]([OH:22])[n:7][c:8](-[c:12]3[cH:13][cH:14][c:15]([C:18]([F:19])([F:20])[F:21])[cH:16][cH:17]3)[cH:9][c:10]2[n:11]1)([F:23])[F:24].[Na+:49].[P:25]([Cl:26])([Cl:27])([Cl:28])=[O:29]>>[F:1][C:2]([c:3]1[n:4][n:5]2[c:6]([Cl:27])[n:7][c:8](-[c:12]3[cH:13][cH:14][c:15]([C:18]([F:19])([F:20])[F:21])[cH:16][cH:17]3)[cH:9][c:10]2[n:11]1)([F:23])[F:24].